Dataset: the Open Reaction Database (ORD), a public repository of structured organic reaction records. Task: describe an organic reaction: reactants, conditions, products, and yield The reactants are ClCc1cccc2ccccc12, Nc1nc(N)c2c(N3CCNCC3)cccc2n1. Product: Nc1nc(N)c2c(N3CCN(Cc4cccc5ccccc45)CC3)cccc2n1. As a reaction SMILES: [Cl:19][CH2:20][c:21]1[cH:22][cH:23][cH:24][c:25]2[cH:26][cH:27][cH:28][cH:29][c:30]12.[N:1]1([c:7]2[c:8]3[c:9]([NH2:18])[n:10][c:11]([NH2:17])[n:12][c:13]3[cH:14][cH:15][cH:16]2)[CH2:2][CH2:3][NH:4][CH2:5][CH2:6]1>>[N:1]1([c:7]2[c:8]3[c:9]([NH2:18])[n:10][c:11]([NH2:17])[n:12][c:13]3[cH:14][cH:15][cH:16]2)[CH2:2][CH2:3][N:4]([CH2:20][c:21]2[cH:22][cH:23][cH:24][c:25]3[cH:26][cH:27][cH:28][cH:29][c:30]23)[CH2:5][CH2:6]1. The reactants are C(C)(C)(C)NC(=O)C1=CN(C2=NC=C(N=C21)NC2=CC(=CC=C2)S(=O)(=O)C)COCC[Si](C)(C)C (N-tert-butyl-2-(3-(methylsulfonyl)phenylamino)-5-((2-(trimethylsilyl)ethoxy)methyl)-5H-pyrrolo[2,3-b]pyrazine-7-carboxamide), FC(C(=O)O)(F)F (trifluoroacetic acid). Solvent: ClCCl (dichloromethane), CO (methanol), [OH-].[NH4+] (ammonium hydroxide), ClCCl (dichloromethane). Run at time 16 hour. The product is C(C)(C)(C)NC(=O)C1=CNC2=NC=C(N=C21)NC2=CC(=CC=C2)S(=O)(=O)C (N-tert-butyl-2-(3-(methylsulfonyl)phenylamino)-5H-pyrrolo[2,3-b]pyrazine-7-carboxamide). Yield: 56.9%. RXN SMILES: [C:1]([NH:5][C:6]([C:8]1[C:16]2[C:11](=[N:12][CH:13]=[C:14]([NH:17][C:18]3[CH:23]=[CH:22][CH:21]=[C:20]([S:24]([CH3:27])(=[O:26])=[O:25])[CH:19]=3)[N:15]=2)[N:10](COCC[Si](C)(C)C)[CH:9]=1)=[O:7])([CH3:4])([CH3:3])[CH3:2].FC(F)(F)C(O)=O>ClCCl.CO.[OH-].[NH4+]>[C:1]([NH:5][C:6]([C:8]1[C:16]2[C:11](=[N:12][CH:13]=[C:14]([NH:17][C:18]3[CH:23]=[CH:22][CH:21]=[C:20]([S:24]([CH3:27])(=[O:26])=[O:25])[CH:19]=3)[N:15]=2)[NH:10][CH:9]=1)=[O:7])([CH3:4])([CH3:3])[CH3:2] |f:4.5|. Procedure: To a solution of N-tert-butyl-2-(3-(methylsulfonyl)phenylamino)-5-((2-(trimethylsilyl)ethoxy)methyl)-5H-pyrrolo[2,3-b]pyrazine-7-carboxamide (61 mg, 118 mol) in dichloromethane (1.8 mL) was added trifluoroacetic acid (269 mg, 182 μL, 2.36 mmol) and the mixture stirred at room temperature for 16 h. The reaction mixture was concentrated in vacuo and the residue obtained diluted with dichloromethane (1.8 mL), methanol (0.9 mL) and ammonium hydroxide (0.25 mL) and stirred at room temperature for 1 h... The reactants are [OH-].[Na+] (sodium hydroxide), O1CCCC1 (tetrahydrofuran), FC=1C=C(OCC2=C(OC(C(=O)OC)C)C=C(C=C2)C)C=CC1N=C=S (methyl 2-[2-(3-fluoro-4-isothiocyanatophenoxymethyl)-5-methylphenoxy]propionate), I.N1NCCCC1 (perhydropyridazine monohydroiodide). The solvent is O (water). The product is N1(NCCCC1)C(=S)NC1=C(C=C(OCC2=C(OC(C(=O)OC)C)C=C(C=C2)C)C=C1)F (methyl 2-[2-[4-(perhydropyridazin-1-ylthiocarbonylamino)-3-fluorophenoxymethyl]-5-methylphenoxy]propionate). Yield: 81.2%. Reaction SMILES: [F:1][C:2]1[CH:3]=[C:4]([CH:21]=[CH:22][C:23]=1[N:24]=[C:25]=[S:26])[O:5][CH2:6][C:7]1[CH:19]=[CH:18][C:17]([CH3:20])=[CH:16][C:8]=1[O:9][CH:10]([CH3:15])[C:11]([O:13][CH3:14])=[O:12].I.[NH:28]1[CH2:33][CH2:32][CH2:31][CH2:30][NH:29]1.[OH-].[Na+].O1CCCC1>O>[N:28]1([C:25]([NH:24][C:23]2[CH:22]=[CH:21][C:4]([O:5][CH2:6][C:7]3[CH:19]=[CH:18][C:17]([CH3:20])=[CH:16][C:8]=3[O:9][CH:10]([CH3:15])[C:11]([O:13][CH3:14])=[O:12])=[CH:3][C:2]=2[F:1])=[S:26])[CH2:33][CH2:32][CH2:31][CH2:30][NH:29]1 |f:1.2,3.4|. Procedure: By the method of Example 1, Step C, of U.S. Pat. No. 4,906,281, 1.50 g (0.004 mole) of methyl 2-[2-(3-fluoro-4-isothiocyanatophenoxymethyl)-5-methylphenoxy]propionate and 1.07 g (0.005 mole) of perhydropyridazine monohydroiodide (prepared by the method of Example 1, Step B, of U.S. Pat. No. 4,906,281) were reacted in the presence of 0.20 g (0.0050 mole of sodium hydroxide in 40 mL of water and 10 ML of tetrahydrofuran, yielding 1.50 g of methyl 2-[2-[4-(perhydropyridazin-1-ylthiocarbonylamino)-3... Reactants: ClC=1C=C(C=CC1F)C=1N=C(SC1C1=CC(=CC(=C1)F)Cl)C(=O)O (4-(3-Chloro-4-fluorophenyl)-5-(3-chloro-5-fluorophenyl)-1,3-thiazole-2-carboxylic acid), BrC1=C(N=C(S1)C(=O)OCC)C1=CC(=C(C=C1)F)Cl (Ethyl 5-bromo-4-(3-chloro-4-fluorophenyl)-1,3-thiazole-2-carboxylate). Product: ClC=1C=C(C=CC1F)C=1N=C(SC1C1=CC(=CC=C1)C#N)C(=O)O (4-(3-Chloro-4-fluorophenyl)-5-(3-cyanophenyl)-1,3-thiazole-2-carboxylic acid). As a reaction SMILES: [Cl:1][C:2]1[CH:3]=[C:4]([C:9]2[N:10]=[C:11]([C:22]([OH:24])=[O:23])[S:12][C:13]=2[C:14]2[CH:19]=[C:18](F)[CH:17]=[C:16](Cl)[CH:15]=2)[CH:5]=[CH:6][C:7]=1[F:8].BrC1SC(C(OCC)=O)=[N:28][C:27]=1C1C=CC(F)=C(Cl)C=1>>[Cl:1][C:2]1[CH:3]=[C:4]([C:9]2[N:10]=[C:11]([C:22]([OH:24])=[O:23])[S:12][C:13]=2[C:14]2[CH:19]=[CH:18][CH:17]=[C:16]([C:27]#[N:28])[CH:15]=2)[CH:5]=[CH:6][C:7]=1[F:8]. Procedure details: The preparation of the title compound takes place in analogy to the synthesis of the compound from Example 8A starting with the compound from Example 4A. 161 mg (76% of theory) of the title compound are obtained. Reactants: CC#N, CCOC(C)=O, COC(=O)c1cn2ccnc2c(F)c1Nc1ccc(C)cc1F, O=C1CCC(=O)N1I. The product is COC(=O)c1cn2c(I)cnc2c(F)c1Nc1ccc(C)cc1F. RXN SMILES: [CH3:32][C:33]#[N:34].[CH3:35][CH2:36][O:37][C:38](=[O:39])[CH3:40].[CH3:9][O:10][C:11](=[O:12])[c:13]1[c:14]([NH:23][c:24]2[c:25]([F:31])[cH:26][c:27]([CH3:30])[cH:28][cH:29]2)[c:15]([F:22])[c:16]2[n:17]([cH:18]1)[cH:19][cH:20][n:21]2.[I:1][N:2]1[C:3](=[O:4])[CH2:5][CH2:6][C:7]1=[O:8]>>[I:1][c:19]1[n:17]2[c:16]([c:15]([F:22])[c:14]([NH:23][c:24]3[c:25]([F:31])[cH:26][c:27]([CH3:30])[cH:28][cH:29]3)[c:13]([C:11]([O:10][CH3:9])=[O:12])[cH:18]2)[n:21][cH:20]1. Reactants: CON(C(C1=CN=C(C=C1)OCC(F)(F)F)=O)C (N-methoxy-N-methyl-6-(2,2,2-trifluoroethoxy)nicotinamide), C(C)[Mg]Br (ethyl magnesium bromide), Amine-1. The product is FC(COC1=CC=C(C=N1)C(CC)=O)(F)F (1-(6-(2,2,2-trifluoroethoxy)pyridin-3-yl)propan-1-one). Isolated yield 87.0%. Reaction SMILES: CON(C)[C:4](=[O:17])[C:5]1[CH:10]=[CH:9][C:8]([O:11][CH2:12][C:13]([F:16])([F:15])[F:14])=[N:7][CH:6]=1.[CH2:19]([Mg]Br)[CH3:20]>>[F:16][C:13]([F:14])([F:15])[CH2:12][O:11][C:8]1[N:7]=[CH:6][C:5]([C:4](=[O:17])[CH2:19][CH3:20])=[CH:10][CH:9]=1. Reported procedure: The title compound is prepared in 87% yield (0.53 g, colorless oil) from N-methoxy-N-methyl-6-(2,2,2-trifluoroethoxy)nicotinamide (0.70 g, 2.65 mmol, Step-2 of Amine-1) and ethyl magnesium bromide instead of methyl magnesium bromide by the similar manner in Step-3 of Amine-1.